This data is from the Open Reaction Database (ORD), a public repository of structured organic reaction records. The task is: describe an organic reaction: reactants, conditions, products, and yield The reactants are C(C)(C)(C)OC(NC1=C(C=C(C=C1)C1=C(C=C(C=C1)F)F)N)=O ((3-amino-2′,4′-difluoro-biphenyl-4-yl)-carbamic acid tert.-butyl ester), C(C)OC(CC(C1=CC(=CC=C1)N1N=NC=C1)=O)=O (3-oxo-3-(3-[1,2,3]triazol-1-yl-phenyl)-propionic acid ethyl ester). Yields the product C(C)(C)(C)OC(NC1=C(C=C(C=C1)C1=C(C=C(C=C1)F)F)NC(CC(C1=CC(=CC=C1)N1N=NC=C1)=O)=O)=O ({2′,4′-Difluoro-3-[3-oxo-3-(3-[1,2,3]triazol-1-yl-phenyl)-propionylamino]-biphenyl-4-yl}-carbamic acid tert.-butyl ester). RXN SMILES: [C:1]([O:5][C:6](=[O:23])[NH:7][C:8]1[CH:13]=[CH:12][C:11]([C:14]2[CH:19]=[CH:18][C:17]([F:20])=[CH:16][C:15]=2[F:21])=[CH:10][C:9]=1[NH2:22])([CH3:4])([CH3:3])[CH3:2].C([O:26][C:27](=O)[CH2:28][C:29](=[O:41])[C:30]1[CH:35]=[CH:34][CH:33]=[C:32]([N:36]2[CH:40]=[CH:39][N:38]=[N:37]2)[CH:31]=1)C>>[C:1]([O:5][C:6](=[O:23])[NH:7][C:8]1[CH:13]=[CH:12][C:11]([C:14]2[CH:19]=[CH:18][C:17]([F:20])=[CH:16][C:15]=2[F:21])=[CH:10][C:9]=1[NH:22][C:27](=[O:26])[CH2:28][C:29](=[O:41])[C:30]1[CH:35]=[CH:34][CH:33]=[C:32]([N:36]2[CH:40]=[CH:39][N:38]=[N:37]2)[CH:31]=1)([CH3:4])([CH3:2])[CH3:3]. Procedure: Prepared from (3-amino-2′,4′-difluoro-biphenyl-4-yl)-carbamic acid tert.-butyl ester (Example G43) and 3-oxo-3-(3-[1,2,3]triazol-1-yl-phenyl)-propionic acid ethyl ester (Example H2) according to the general procedure K. Obtained as a light yellow oil (164 mg).